Task: describe an organic reaction: reactants, conditions, products, and yield. Dataset: the Open Reaction Database (ORD), a public repository of structured organic reaction records Product: CC(C)(c1ccccc1)c1ccccc1O. Starting materials: CC(C)(OOC(C)(C)c1ccccc1)c1ccccc1, CC(C)c1ccccc1, CC(C)=O, O, Oc1ccccc1, O=S(=O)(O)O. RXN SMILES: [C:1]([O:2][O:3][C:4]([c:5]1[cH:6][cH:7][cH:8][cH:9][cH:10]1)([CH3:11])[CH3:12])([c:13]1[cH:14][cH:15][cH:16][cH:17][cH:18]1)([CH3:19])[CH3:20].[CH3:21][CH:22]([CH3:23])[c:24]1[cH:25][cH:26][cH:27][cH:28][cH:29]1.[CH3:42][C:43](=[O:44])[CH3:45].[OH2:46].[OH:35][c:36]1[cH:37][cH:38][cH:39][cH:40][cH:41]1.[S:30](=[O:31])(=[O:32])([OH:33])[OH:34]>>[CH3:21][C:22]([CH3:23])([c:24]1[cH:25][cH:26][cH:27][cH:28][cH:29]1)[c:37]1[c:36]([OH:35])[cH:41][cH:40][cH:39][cH:38]1.